From a dataset of the Open Reaction Database (ORD), a public repository of structured organic reaction records. describe an organic reaction: reactants, conditions, products, and yield The reactants are COC(CC1=CC2=CC=C(C=C2C(=C1)SC(N(C)C)=O)F)=O ((4-dimethylcarbamoylsulfanyl-6-fluoro-naphthalen-2-yl)-acetic acid methyl ester), [OH-].[K+] (potassium hydroxide), Cl (hydrochloric acid). Solvent: O (water), CO (methanol). Yields the product FC=1C=C2C(=CC(=CC2=CC1)CC(=O)O)S ((6-fluoro-4-mercapto-naphthalen-2-yl)-acetic acid). Isolated yield 97.7%. As a reaction SMILES: C[O:2][C:3](=[O:22])[CH2:4][C:5]1[CH:14]=[C:13]([S:15]C(=O)N(C)C)[C:12]2[C:7](=[CH:8][CH:9]=[C:10]([F:21])[CH:11]=2)[CH:6]=1.[OH-].[K+].Cl>CO.O>[F:21][C:10]1[CH:11]=[C:12]2[C:7](=[CH:8][CH:9]=1)[CH:6]=[C:5]([CH2:4][C:3]([OH:22])=[O:2])[CH:14]=[C:13]2[SH:15] |f:1.2|. Reported procedure: A solution of (4-dimethylcarbamoylsulfanyl-6-fluoro-naphthalen-2-yl)-acetic acid methyl ester (40 mg, 0.13 mmol) and potassium hydroxide (72 mg, 1.3 mmol) in methanol (10 mL) was heated at reflux for 3 hours. The resulting mixture was cooled to room temperature, diluted with water (10 mL), acidified with 2 N hydrochloric acid, and extracted with ethyl acetate (10 mL×2). The combined organic layers were washed with water and brine, then dried over sodium sulfate and concentrated in vacuo to affor...